Dataset: the Open Reaction Database (ORD), a public repository of structured organic reaction records. Task: describe an organic reaction: reactants, conditions, products, and yield Starting materials: C1(=CC=C(C=C1)C(C#N)CC)C (rac-2-p-tolyl-butyronitrile), C(CN)N (ethylene diamine). Yields the product C1(=CC=C(C=C1)C(CC)C=1NCCN1)C (rac-2-(1-p-Tolyl-propyl)-4,5-dihydro-1H-imidazole). As a reaction SMILES: [C:1]1([CH3:12])[CH:6]=[CH:5][C:4]([CH:7]([CH2:10][CH3:11])[C:8]#[N:9])=[CH:3][CH:2]=1.[CH2:13](N)[CH2:14][NH2:15]>>[C:1]1([CH3:12])[CH:2]=[CH:3][C:4]([CH:7]([C:8]2[NH:9][CH2:13][CH2:14][N:15]=2)[CH2:10][CH3:11])=[CH:5][CH:6]=1. Reported procedure: rac-2-(1-p-Tolyl-propyl)-4,5-dihydro-1H-imidazole was prepared from rac-2-p-tolyl-butyronitrile and ethylene diamine in analogy to Example 22: colourless powder; MS (ISP): 203.0 ((M+H)+.). Starting materials: C1(=CC=CC=C1)C (toluene), solution, C(=C)C1CCC(CC1)CO (4-vinyl-1-hydroxymethylcyclohexane), [Cr](=O)(=O)([O-])Cl.[NH+]1=CC=CC=C1 (pyridinium chlorochromate). Solvent: ClCCl (dichloromethane), ClCCl (dichloromethane). Reaction conditions: time 12 hour. Yields the product C(=C)C1CCC(CC1)C=O (4-vinylcyclohexane-carbaldehyde). Yield: 39.5%. RXN SMILES: [CH:1]([CH:3]1[CH2:8][CH2:7][CH:6]([CH2:9][OH:10])[CH2:5][CH2:4]1)=[CH2:2].[Cr](Cl)([O-])(=O)=O.[NH+]1C=CC=CC=1.C1(C)C=CC=CC=1>ClCCl>[CH:1]([CH:3]1[CH2:8][CH2:7][CH:6]([CH:9]=[O:10])[CH2:5][CH2:4]1)=[CH2:2] |f:1.2|. Procedure details: Next, 15 ml of solution of 5.4 g of the crude 4-vinyl-1-hydroxymethylcyclohexane in dichloromethane was added dropwise to a mixture of 9.1 g (42.1 mmol) of pyridinium chlorochromate and 50 ml of dichloromethane while being cooled with ice and stirred for 12 hours. The reaction mixture was filtered, the solvent was distilled off under a reduced pressure, and the residue thus obtained was subjected to silica gel column chromatography (eluent: toluene) to obtain 2.1 g of a crude 4-vinylcyclohexane-... Starting materials: N1(CCCCC1)C(=O)[O-] (piperidine-1-carboxylate), Cl.NC1=CC(=CC2=CC=C(C=C12)OC)C1=NC(=NC=C1)N(C)C (4-(4-amino-6-methoxynaphthalen-2-yl)-N,N-dimethylpyrimidin-2-amine hydrochloride), C(C)(C)N(C(C)C)CC (N,N-diisopropylethylamine), O=C1CCN(CC1)C(=O)OC(C)(C)C (tert-butyl 4-oxopiperidine-1-carboxylate), C(C)(=O)O[BH-](OC(C)=O)OC(C)=O (triacetoxyborohydride), C(C)(=O)O[BH-](OC(C)=O)OC(C)=O.[Na+] (sodium triacetoxyborohydride), O=C1CCN(CC1)C(=O)OC(C)(C)C (tert-butyl 4-oxopiperidine-1-carboxylate). Run in C(C)(=O)OCC (ethyl acetate), C(C)(=O)O (Acetic acid), ClCCCl (1,2-dichloroethane). Conditions: time 30 minute. Product: CN(C1=NC=CC(=N1)C=1C=C(C2=CC(=CC=C2C1)OC)NC1CCN(CC1)C(=O)OC(C)(C)C)C (tert-butyl 4-((3-(2-(dimethylamino)pyrimidin-4-yl)-7-methoxynaphthalen-1-yl)amino)piperidine-1-carboxylate). The yield is 73.4%. As a reaction SMILES: N1(C([O-])=O)CCCCC1.Cl.[NH2:11][C:12]1[C:21]2[C:16](=[CH:17][CH:18]=[C:19]([O:22][CH3:23])[CH:20]=2)[CH:15]=[C:14]([C:24]2[CH:29]=[CH:28][N:27]=[C:26]([N:30]([CH3:32])[CH3:31])[N:25]=2)[CH:13]=1.C(N(CC)C(C)C)(C)C.O=[C:43]1[CH2:48][CH2:47][N:46]([C:49]([O:51][C:52]([CH3:55])([CH3:54])[CH3:53])=[O:50])[CH2:45][CH2:44]1.C(O[BH-](OC(=O)C)OC(=O)C)(=O)C.[Na+].C(O[BH-](OC(=O)C)OC(=O)C)(=O)C>ClCCCl.C(OCC)(=O)C.C(O)(=O)C>[CH3:32][N:30]([CH3:31])[C:26]1[N:25]=[C:24]([C:14]2[CH:13]=[C:12]([NH:11][CH:43]3[CH2:48][CH2:47][N:46]([C:49]([O:51][C:52]([CH3:55])([CH3:54])[CH3:53])=[O:50])[CH2:45][CH2:44]3)[C:21]3[C:16]([CH:15]=2)=[CH:17][CH:18]=[C:19]([O:22][CH3:23])[CH:20]=3)[CH:29]=[CH:28][N:27]=1 |f:1.2,5.6|. Procedure details: Synthesis of tert-butyl 4-(3-(2-(dimethylamino)pyrimidin-4-yl)-7-methoxynaphthalen-1-yl)amino)piperidine-1-carboxylate (142): To a slurry of 4-(4-amino-6-methoxynaphthalen-2-yl)-N,N-dimethylpyrimidin-2-amine (141) (203 mg) in 1,2-dichloroethane (12 ml) was added N,N-diisopropylethylamine (240 μl) and the mixture stirred at room temperature for 30 min until all of the material was in solution. Acetic acid (0.5 ml) was added followed by tert-butyl 4-oxopiperidine-1-carboxylate (165 mg) and sodium ... As a reaction SMILES: [CH2:1]([CH2:2][CH2:3][CH3:4])[NH:5][c:6]1[c:7]([N+:15](=[O:16])[O-:17])[cH:8][c:9]2[c:10]([cH:11]1)[O:12][CH2:13][O:14]2.[CH3:18][OH:19]>>[CH2:1]([CH2:2][CH2:3][CH3:4])[NH:5][c:6]1[c:7]([N+:15](=[O:16])[O-:17])[cH:8][c:9]([OH:14])[c:10]([O:12][CH3:13])[cH:11]1. Starting materials: CCCCNc1cc2c(cc1[N+](=O)[O-])OCO2, CO. Product: CCCCNc1cc(OC)c(O)cc1[N+](=O)[O-]. Reactants: C(C)(C)N1N=C(C=2C(=CC(=CC12)C=1C=NNC1)C(=O)OC)C (methyl 1-isopropyl-3-methyl-6-(1H-pyrazol-4-yl)-1H-indazole-4-carboxylate), O[Li].O (LiOH.H2O). The product is C(C)(C)N1N=C(C=2C(=CC(=CC12)C=1C=NNC1)C(=O)O)C (1-isopropyl-3-methyl-6-(1H-pyrazol-4-yl)-1H-indazole-4-carboxylic acid). Reaction SMILES: [CH:1]([N:4]1[C:12]2[CH:11]=[C:10]([C:13]3[CH:14]=[N:15][NH:16][CH:17]=3)[CH:9]=[C:8]([C:18]([O:20]C)=[O:19])[C:7]=2[C:6]([CH3:22])=[N:5]1)([CH3:3])[CH3:2].O[Li].O>>[CH:1]([N:4]1[C:12]2[CH:11]=[C:10]([C:13]3[CH:14]=[N:15][NH:16][CH:17]=3)[CH:9]=[C:8]([C:18]([OH:20])=[O:19])[C:7]=2[C:6]([CH3:22])=[N:5]1)([CH3:3])[CH3:2] |f:1.2|. Procedure: The title compound was prepared from methyl 1-isopropyl-3-methyl-6-(1H-pyrazol-4-yl)-1H-indazole-4-carboxylate (0.2 g, 0.67 mmol) and LiOH.H2O (0.084 g, 2.01 mmol) in the same manner as described for example 80 (step b). The product was collected as a white solid (0.2 g). 1H NMR (DMSO-d6, 400 MHz): δ 1.467 (d, J=6.4 Hz, 6H), 2.568 (s, 3H), 4.984-5.048 (m, 1H), 7.790 (s, 1H), 8.058 (s, 1H), 8.219 (brs, 2H), 13.05 (brs, 2H). LCMS (ES+) m/z: 285.10 [M+H]. Reactants: OC1=CC=C(C=O)C=C1 (4-hydroxybenzaldehyde), C1(CC1)CCO (2-cyclopropylethanol), C1(=CC=CC=C1)P(C1=CC=CC=C1)C1=CC=CC=C1 (triphenylphosphine), N(=NC(=O)OCC)C(=O)OCC (diethyl azodicarboxylate). Solvent: O1CCCC1 (tetrahydrofuran). Conditions: time 4 day. Yields the product C1(CC1)CCOC1=CC=C(C=O)C=C1 (4-(2-Cyclopropylethoxyl)benzaldehyde). Yield: 75.6%. As a reaction SMILES: [OH:1][C:2]1[CH:9]=[CH:8][C:5]([CH:6]=[O:7])=[CH:4][CH:3]=1.[CH:10]1([CH2:13][CH2:14]O)[CH2:12][CH2:11]1.C1(P(C2C=CC=CC=2)C2C=CC=CC=2)C=CC=CC=1.N(C(OCC)=O)=NC(OCC)=O>O1CCCC1>[CH:10]1([CH2:13][CH2:14][O:1][C:2]2[CH:9]=[CH:8][C:5]([CH:6]=[O:7])=[CH:4][CH:3]=2)[CH2:12][CH2:11]1. Procedure: To a mixture of 4-hydroxybenzaldehyde (2.84 g), 2-cyclopropylethanol (2.00 g), triphenylphosphine (6.09 g) and tetrahydrofuran (100 mL), diethyl azodicarboxylate (2.2 mol/L, solution in toluene, 10.5 mL) was added and the mixture was stirred at room temperature for 4 days. After concentrating the reaction mixture under reduced pressure, ethyl acetate (7.50 mL) and n-hexane (143 mL) were added and the mixture was stirred at room temperature for 15 minutes. The precipitate was removed by filtratio...